Task: describe an organic reaction: reactants, conditions, products, and yield. Dataset: the Open Reaction Database (ORD), a public repository of structured organic reaction records Starting materials: O=C(Cl)C(=O)Cl, ClCCl, O=C(O)Cc1ccc(F)cc1, CN(C)C=O. The product is O=C(Cl)Cc1ccc(F)cc1. As a reaction SMILES: [Cl:12][C:13]([C:14]([Cl:15])=[O:16])=[O:17].[Cl:23][CH2:24][Cl:25].[F:1][c:2]1[cH:3][cH:4][c:5]([CH2:8][C:9](=[O:10])[OH:11])[cH:6][cH:7]1.[O:18]=[CH:19][N:20]([CH3:21])[CH3:22]>>[F:1][c:2]1[cH:3][cH:4][c:5]([CH2:8][C:9](=[O:11])[Cl:12])[cH:6][cH:7]1.